Dataset: the Open Reaction Database (ORD), a public repository of structured organic reaction records. Task: describe an organic reaction: reactants, conditions, products, and yield The reactants are C(C)(C)(C)S(=O)N=C(C1=C2C=CN(C2=C(C=C1OC)C)C(=O)OC(C)(C)C)C=1OC2=C(N1)C=C(C=C2)C#N ((±)-tert-Butyl 4-((tert-butylsulfinylimino)(5-cyanobenzo[d]oxazol-2-yl)methyl)-5-methoxy-7-methyl-1H-indole-1-carboxylate), C[Mg]Cl (MeMgCl). The solvent is [NH4+].[Cl-] (NH4Cl), CCOC(=O)C (EtOAc), C1CCOC1 (THF). Product: C(#N)C=1C=CC2=C(N=C(O2)C(C)(NS(=O)C(C)(C)C)C2=C3C=CN(C3=C(C=C2OC)C)C(=O)OC(C)(C)C)C1 ((±)-tert-Butyl 4-(1-(5-cyanobenzo[d]oxazol-2-yl)-1-(1,1-dimethylethylsulfinamido)ethyl)-5-methoxy-7-methyl-1H-indole-1-carboxylate). RXN SMILES: [C:1]([S:5]([N:7]=[C:8]([C:28]1[O:29][C:30]2[CH:36]=[CH:35][C:34]([C:37]#[N:38])=[CH:33][C:31]=2[N:32]=1)[C:9]1[C:17]([O:18][CH3:19])=[CH:16][C:15]([CH3:20])=[C:14]2[C:10]=1[CH:11]=[CH:12][N:13]2[C:21]([O:23][C:24]([CH3:27])([CH3:26])[CH3:25])=[O:22])=[O:6])([CH3:4])([CH3:3])[CH3:2].[CH3:39][Mg]Cl>C1COCC1.[NH4+].[Cl-].CCOC(C)=O>[C:37]([C:34]1[CH:35]=[CH:36][C:30]2[O:29][C:28]([C:8]([C:9]3[C:17]([O:18][CH3:19])=[CH:16][C:15]([CH3:20])=[C:14]4[C:10]=3[CH:11]=[CH:12][N:13]4[C:21]([O:23][C:24]([CH3:27])([CH3:26])[CH3:25])=[O:22])([NH:7][S:5]([C:1]([CH3:2])([CH3:3])[CH3:4])=[O:6])[CH3:39])=[N:32][C:31]=2[CH:33]=1)#[N:38] |f:3.4|. Reported procedure: To a solution of tert-butyl 4-((tert-butylsulfinyl)imino)(5-cyanobenzo[d]oxazol-2-yl)methyl)-5-methoxy-7-methyl-1H-indole-1-carboxylate (Example 130-A) (0.56 g, 1.047 mmol) in THF (10.47 mL), MeMgCl (3M in THF, 1.047 mL, 3.14 mmol) was added at 0° C. After 10 minutes the mixture was diluted with sat. aq. NH4Cl and EtOAc. The aqueous layer was extracted with EtOAc, and the organic extract was dried over MgSO4, filtered and concentrated. The product was purified by flash chromatography (0-100% EtO... Reactants: O(C1=CC=CC=C1)C1=CC=C(C=O)C=C1 (4-Phenoxybenzaldehyde), C1(CCCC1)CN (cyclopentylmethylamine), C(#N)[BH3-].[Na+] (Sodium cyanoborohydride). Run in CO (methanol). Conditions: time 48 hour. Yields the product C1(CCCC1)CNCC1=CC=C(C=C1)OC1=CC=CC=C1 (N-Cyclopentylmethyl-N-(4-phenoxybenzyl)amine). Isolated yield 80.0%. RXN SMILES: [O:1]([C:8]1[CH:15]=[CH:14][C:11]([CH:12]=O)=[CH:10][CH:9]=1)[C:2]1[CH:7]=[CH:6][CH:5]=[CH:4][CH:3]=1.[CH:16]1([CH2:21][NH2:22])[CH2:20][CH2:19][CH2:18][CH2:17]1.C([BH3-])#N.[Na+]>CO>[CH:16]1([CH2:21][NH:22][CH2:12][C:11]2[CH:14]=[CH:15][C:8]([O:1][C:2]3[CH:7]=[CH:6][CH:5]=[CH:4][CH:3]=3)=[CH:9][CH:10]=2)[CH2:20][CH2:19][CH2:18][CH2:17]1 |f:2.3|. Procedure: 4-Phenoxybenzaldehyde (3.0 g, 15.1 mmol) and cyclopentylmethylamine (1.49 g, 15.1 mmol) were dissolved in methanol (85 mL) under nitrogen at room temperature. Sodium cyanoborohydride (0.95 g, 15.1 mmol) was added, and stirring was continued for 48 hours. The solvent was evaporated, and the residue was suspended in ether, washed with brine, and dried over Na2SO4. The ether was evaporated, and the crude product was chromatographed on silica gel eluting with 3% methanol in methylene chloride to pro... The reactants are CC(=O)O[BH-](OC(C)=O)OC(C)=O, CC(C)C=O, O=C1N(c2ccccc2Cl)CCC12CCCN2, ClCCl, [Na+]. Product: CC(C)CN1CCCC12CCN(c1ccccc1Cl)C2=O. Reaction SMILES: [C:23]([O:24][BH-:25]([O:26][C:27](=[O:28])[CH3:29])[O:30][C:31](=[O:32])[CH3:33])(=[O:34])[CH3:35].[CH:18]([CH:19]([CH3:20])[CH3:21])=[O:22].[Cl:1][c:2]1[c:3]([N:8]2[C:9](=[O:17])[C:10]3([CH2:11][CH2:12][CH2:13][NH:14]3)[CH2:15][CH2:16]2)[cH:4][cH:5][cH:6][cH:7]1.[Cl:37][CH2:38][Cl:39].[Na+:36]>>[Cl:1][c:2]1[c:3]([N:8]2[C:9](=[O:17])[C:10]3([CH2:11][CH2:12][CH2:13][N:14]3[CH2:18][CH:19]([CH3:20])[CH3:21])[CH2:15][CH2:16]2)[cH:4][cH:5][cH:6][cH:7]1. Yield: 72.4%. The reagents and catalysts are C1(=CC=C(C=C1)S(=O)(=O)O)C (para-toluenesulfonic acid). Starting materials: N1C=NC=C1 (Imidazole), C(OCC)(OCC)OCC (triethyl orthoformate). Procedure: Imidazole (6.81 g, 0.10 mol, 1.0 eq), triethyl orthoformate (66.5 mL, 0.40 mol, 4.0 eq) and para-toluenesulfonic acid (0.5 g) were combined and heated at 130° C. Ethanol was slowly distilled off. After the distillation of the ethanol ceased, the reaction was distilled using a floor pump (0.1 mm). Excess triethyl orthoformate distilled at 50° C. and then the product was distilled at 78°-84° C. to give the title compound (12.316 g, 72%). B. 2-Butyl-1H-imidazole Run at temperature 130 celsius. The product is C(C)OC(N1C=NC=C1)OCC (1-(Diethoxymethyl)-1H-imidazole). RXN SMILES: [NH:1]1[CH:5]=[CH:4][N:3]=[CH:2]1.[CH:6](OCC)([O:10][CH2:11][CH3:12])[O:7][CH2:8][CH3:9]>C1(C)C=CC(S(O)(=O)=O)=CC=1>[CH2:8]([O:7][CH:6]([O:10][CH2:11][CH3:12])[N:1]1[CH:5]=[CH:4][N:3]=[CH:2]1)[CH3:9]. Starting materials: N([C@@H]([C@H](OC(C)(C)C)C)C(=O)ON1C(=O)CCC1=O)C(=O)OCC1=CC=CC=C1 (Z-Thr(But)-OSu), N[C@@H](COC(C)(C)C)C(=O)OC (H-Ser(But)-OMe), Cl (HCl), C(C)(=O)OCC (ethyl acetate). The solvent is C(C)N(CC)CC (triethylamine). Run at temperature 20 celsius, time 15 hour. The product is N([C@@H]([C@H](OC(C)(C)C)C)C(=O)N[C@@H](COC(C)(C)C)C(=O)OC)C(=O)OCC1=CC=CC=C1 (Z-Thr(But)-Ser(But)-OMe). As a reaction SMILES: [NH:1]([C:20]([O:22][CH2:23][C:24]1[CH:29]=[CH:28][CH:27]=[CH:26][CH:25]=1)=[O:21])[C@H:2]([C:10]([O:12]N1C(=O)CCC1=O)=O)[C@@H:3]([CH3:9])[O:4][C:5]([CH3:8])([CH3:7])[CH3:6].[NH2:30][C@H:31]([C:38]([O:40][CH3:41])=[O:39])[CH2:32][O:33][C:34]([CH3:37])([CH3:36])[CH3:35].Cl.C(OCC)(=O)C>C(N(CC)CC)C>[NH:1]([C:20]([O:22][CH2:23][C:24]1[CH:25]=[CH:26][CH:27]=[CH:28][CH:29]=1)=[O:21])[C@H:2]([C:10]([NH:30][C@H:31]([C:38]([O:40][CH3:41])=[O:39])[CH2:32][O:33][C:34]([CH3:37])([CH3:36])[CH3:35])=[O:12])[C@@H:3]([CH3:9])[O:4][C:5]([CH3:6])([CH3:7])[CH3:8]. Reported procedure: 16.25 g of Z-Thr(But)-OSu and 8.47 g of H-Ser(But)-OMe. HCl are added to 200 ml of ethyl acetate, 5.6 ml of triethylamine are added at 0°C and the solution is stirred for 15 hours at 20°C and washed with 1 N citric acid, 1 N sodium bicarbonate and water. After drying over sodium sulphate, the solution is evaporated, whereupon the product, which is pure according to thin layer chromatography, is obtained as an oil.